From a dataset of the Open Reaction Database (ORD), a public repository of structured organic reaction records. describe an organic reaction: reactants, conditions, products, and yield Reactants: N[C@@H]1C[C@@H](N(C1)C=1SC(C(N1)=O)=CC=1C=C2C=NN(C2=CC1)CC1=C(C=C(C=C1)C(F)(F)F)C(F)(F)F)CO (2-[(2R,4R)-4-Amino-2-(hydroxymethyl)pyrrolidin-1-yl]-5-({1-[2,4-bis(trifluoromethyl)benzyl]-1H-indazol-5-yl}methylidene)-1,3-thiazol-4(5H)-one), C1(CC1)C(=O)Cl (Cyclopropylcarbonyl chloride). Product: FC(C1=C(CN2N=CC3=CC(=CC=C23)C=C2C(N=C(S2)N2C[C@@H](C[C@@H]2CO)NC(=O)C2CC2)=O)C=CC(=C1)C(F)(F)F)(F)F (N-{(3R,5R)-1-[5-({1-[2,4-Bis(trifluoromethyl)benzyl]-1H-indazol-5-yl}methylidene)-4-oxo-4,5-dihydro-1,3-thiazol-2-yl]-5-(hydroxymethyl)pyrrolidin-3-yl}cyclopropanecarboxamide). As a reaction SMILES: [NH2:1][C@H:2]1[CH2:6][N:5]([C:7]2[S:8][C:9](=[CH:13][C:14]3[CH:15]=[C:16]4[C:20](=[CH:21][CH:22]=3)[N:19]([CH2:23][C:24]3[CH:29]=[CH:28][C:27]([C:30]([F:33])([F:32])[F:31])=[CH:26][C:25]=3[C:34]([F:37])([F:36])[F:35])[N:18]=[CH:17]4)[C:10](=[O:12])[N:11]=2)[C@@H:4]([CH2:38][OH:39])[CH2:3]1.[CH:40]1([C:43](Cl)=[O:44])[CH2:42][CH2:41]1>>[F:35][C:34]([F:37])([F:36])[C:25]1[CH:26]=[C:27]([C:30]([F:33])([F:31])[F:32])[CH:28]=[CH:29][C:24]=1[CH2:23][N:19]1[C:20]2[C:16](=[CH:15][C:14]([CH:13]=[C:9]3[S:8][C:7]([N:5]4[C@@H:4]([CH2:38][OH:39])[CH2:3][C@@H:2]([NH:1][C:43]([CH:40]5[CH2:42][CH2:41]5)=[O:44])[CH2:6]4)=[N:11][C:10]3=[O:12])=[CH:22][CH:21]=2)[CH:17]=[N:18]1. Procedure details: N-{(3R,5R)-1-[5-({1-[2,4-Bis(trifluoromethyl)benzyl]-1H-indazol-5-yl}methylidene)-4-oxo-4,5-dihydro-1,3-thiazol-2-yl]-5-(hydroxymethyl)pyrrolidin-3-yl}cyclopropanecarboxamide was prepared from 2-[(2R,4R)-4-Amino-2-(hydroxymethyl)pyrrolidin-1-yl]-5-({1-[2,4-bis(trifluoromethyl)benzyl]-1H-indazol-5-yl}methylidene)-1,3-thiazol-4(5H)-one (example 258) and Cyclopropylcarbonyl chloride. Product: COc1ccc(Oc2ccc(-c3ccccc3)cc2)cc1. Reaction SMILES: [Br:1][c:2]1[cH:3][cH:4][c:5](-[c:8]2[cH:9][cH:10][cH:11][cH:12][cH:13]2)[cH:6][cH:7]1.[C:23](=[O:24])([O-:25])[O-:26].[CH3:14][O:15][c:16]1[cH:17][cH:18][c:19]([OH:22])[cH:20][cH:21]1.[CH3:29][N:30]([CH2:31][C:32](=[O:33])[OH:34])[CH3:35].[CH3:45][CH2:46][O:47][C:48]([CH3:49])=[O:50].[ClH:36].[Cs+:27].[Cs+:28].[Cu:43][I:44].[O:37]1[CH2:38][CH2:39][O:40][CH2:41][CH2:42]1.[OH2:51]>>[c:2]1([O:22][c:19]2[cH:18][cH:17][c:16]([O:15][CH3:14])[cH:21][cH:20]2)[cH:3][cH:4][c:5](-[c:8]2[cH:9][cH:10][cH:11][cH:12][cH:13]2)[cH:6][cH:7]1. The reactants are Brc1ccc(-c2ccccc2)cc1, O=C([O-])[O-], COc1ccc(O)cc1, CN(C)CC(=O)O, CCOC(C)=O, Cl, [Cs+], [Cs+], [Cu]I, C1COCCO1, O. Starting materials: CC(C)(C)OC(=O)Nc1ccc(NC(=O)c2cc3cc(NC(=O)CC4CCOCC4)ccc3n2Cc2ccccc2F)cc1, Cl, C1COCCO1. The product is Cl, Nc1ccc(NC(=O)c2cc3cc(NC(=O)CC4CCOCC4)ccc3n2Cc2ccccc2F)cc1. Reaction SMILES: [C:1]([O:2][C:3](=[O:4])[NH:7][c:8]1[cH:9][cH:10][c:11]([NH:14][C:15](=[O:16])[c:17]2[n:18]([CH2:36][c:37]3[c:38]([F:43])[cH:39][cH:40][cH:41][cH:42]3)[c:19]3[cH:20][cH:21][c:22]([NH:26][C:27]([CH2:28][CH:29]4[CH2:30][CH2:31][O:32][CH2:33][CH2:34]4)=[O:35])[cH:23][c:24]3[cH:25]2)[cH:12][cH:13]1)([CH3:5])([CH3:6])[CH3:44].[ClH:45].[O:46]1[CH2:47][CH2:48][O:49][CH2:50][CH2:51]1>>[ClH:45].[NH2:7][c:8]1[cH:9][cH:10][c:11]([NH:14][C:15](=[O:16])[c:17]2[n:18]([CH2:36][c:37]3[c:38]([F:43])[cH:39][cH:40][cH:41][cH:42]3)[c:19]3[cH:20][cH:21][c:22]([NH:26][C:27]([CH2:28][CH:29]4[CH2:30][CH2:31][O:32][CH2:33][CH2:34]4)=[O:35])[cH:23][c:24]3[cH:25]2)[cH:12][cH:13]1. Starting materials: intermediate 19, COC1=CC=C(C=C1)O (4-methoxy-phenol), COC(C(CC1CCCC1)Br)=O (2-bromo-3-cyclopentyl-propionic acid methyl ester), ClC=1C(N(N=CC1Cl)C1OCCCC1)=O (4,5-dichloro-2-(tetrahydropyran-2-yl)-2H-pyridazin-3-one), ClC=1C(N(N=CC1Cl)C1OCCCC1)=O (4,5-dichloro-2-(tetrahydropyran-2-yl)-2H-pyridazin-3-one), COC(C(CC1CCCC1)Br)=O (2-bromo-3-cyclopentyl-propionic acid methyl ester). The product is C1(CCCC1)CC(C(=O)O)N1N=CC(=CC1=O)OC1=CC=C(C=C1)OC (3-cyclopentyl-2-[4-(4-methoxy-phenoxy)-6-oxo-6H-pyridazin-1-yl]-propionic acid). RXN SMILES: Cl[C:2]1[C:3](=[O:15])[N:4](C2CCCCO2)[N:5]=[CH:6][C:7]=1Cl.[CH3:16][O:17][C:18]1[CH:23]=[CH:22][C:21]([OH:24])=[CH:20][CH:19]=1.C[O:26][C:27](=[O:36])[CH:28](Br)[CH2:29][CH:30]1[CH2:34][CH2:33][CH2:32][CH2:31]1>>[CH:30]1([CH2:29][CH:28]([N:4]2[C:3](=[O:15])[CH:2]=[C:7]([O:24][C:21]3[CH:22]=[CH:23][C:18]([O:17][CH3:16])=[CH:19][CH:20]=3)[CH:6]=[N:5]2)[C:27]([OH:26])=[O:36])[CH2:34][CH2:33][CH2:32][CH2:31]1. Reported procedure: In an analogous manner to the stepwise sequence outlined in intermediate 19, starting from 4,5-dichloro-2-(tetrahydropyran-2-yl)-2H-pyridazin-3-one (Intermediate 20) and 4-methoxy-phenol and alkylating with 2-bromo-3-cyclopentyl-propionic acid methyl ester (Intermediate 10) afforded 3-cyclopentyl-2-[4-(4-methoxy-phenoxy)-6-oxo-6H-pyridazin-1-yl]-propionic acid as a light yellow solid (110.8 mg, 87% for the final step). 1H NMR (300 MHz, DMSO-d6) δ ppm 1.06 (br s, 2H), 1.34-1.80 (m, 7H), 1.82-2.08... Reactants: C(C)(C)(C)OC(=O)C=1C=NN(C1N)CC1=CC=C(C=C1)C(=O)OC (5-Amino-1-(4-methoxycarbonyl-benzyl)-1H-pyrazole-4-carboxylic acid tert-butyl ester), Cl.COC(C1=CC(=CC=C1)CNN)=O (3-Hydrazinomethyl-benzoic acid methyl ester hydrochloride), Cl.COC(C1=CC(=CC=C1)CNN)=O (3-Hydrazinomethyl-benzoic acid methyl ester hydrochloride). Product: C(C)(C)(C)OC(=O)C=1C=NN(C1N)CC1=CC(=CC=C1)C(=O)OC (5-Amino-1-(3-methoxycarbonyl-benzyl)-1H-pyrazole-4-carboxylic acid tert-butyl ester). RXN SMILES: [C:1]([O:5][C:6]([C:8]1[CH:9]=[N:10][N:11]([CH2:14]C2C=CC(C(OC)=O)=CC=2)[C:12]=1[NH2:13])=[O:7])([CH3:4])([CH3:3])[CH3:2].Cl.[CH3:26][O:27][C:28](=[O:38])[C:29]1[CH:34]=[CH:33][CH:32]=[C:31](CNN)[CH:30]=1>>[C:1]([O:5][C:6]([C:8]1[CH:9]=[N:10][N:11]([CH2:14][C:31]2[CH:32]=[CH:33][CH:34]=[C:29]([C:28]([O:27][CH3:26])=[O:38])[CH:30]=2)[C:12]=1[NH2:13])=[O:7])([CH3:4])([CH3:3])[CH3:2] |f:1.2|. Procedure: Compound prepared in an analogous manner to Intermediate #50, replacing 4-Hydrazinomethyl-benzoic acid methyl ester hydrochloride with 3-Hydrazinomethyl-benzoic acid methyl ester hydrochloride (Intermediate #53) The reactants are CS(=O)(=O)Cl (methanesulfonyl chloride), Cl.Cl.C(C)N(CCCOC1=CC=C(C=C1)N)CC (4-[3-(diethylamino)propoxy)benzenamine dihydrochloride), O (H2O). Run in N1=CC=CC=C1 (pyridine). Run at time 5 hour. Yields the product C(C)N(CCCOC1=CC=C(C=C1)NS(=O)(=O)C)CC (N-[4-[3-(Diethylamino)propoxy]phenyl]methanesulfonamide). As a reaction SMILES: Cl.Cl.[CH2:3]([N:5]([CH2:17][CH3:18])[CH2:6][CH2:7][CH2:8][O:9][C:10]1[CH:15]=[CH:14][C:13]([NH2:16])=[CH:12][CH:11]=1)[CH3:4].[CH3:19][S:20](Cl)(=[O:22])=[O:21].O>N1C=CC=CC=1>[CH2:17]([N:5]([CH2:3][CH3:4])[CH2:6][CH2:7][CH2:8][O:9][C:10]1[CH:11]=[CH:12][C:13]([NH:16][S:20]([CH3:19])(=[O:22])=[O:21])=[CH:14][CH:15]=1)[CH3:18] |f:0.1.2|. Procedure: To a solution of 6.00 g (20.3 mmol) of 4-[3-(diethylamino)propoxy)benzenamine dihydrochloride in 50 mL of pyridine under a nitrogen atmosphere and cooled to ca -10° C. add 2.0 mL (25.4 mmol) of methanesulfonyl chloride dropwise. Maintain the temperature below 0° C. during the addition. Stir the reaction mixture at ambient temperature for 5 h then add 10 mL of H2O. Evaporate the solvent in vacuo and dissolve the residue in 50 mL of H2O (pH=ca. 3). Extract the aqueous solution with 2×100 mL of die... Reactants: C(=C)C(=O)C (methyl vinyl ketone), N12NCCC=C2CCC1 (diazabicyclo[4.3.0]non-5-ene), C(C)(=O)OCC (ethyl acetate), C(C)(=O)OCCC1C(C2=C(C(=C(C=C2C1)OCC#N)Cl)Cl)=O ({[2-(2-Acetoxyethyl)-6,7-dichloro-2,3-dihydro-1-oxo-1H-inden-5-yl]oxy}acetonitrile), C(=C)C(=O)C (methyl vinyl ketone), ice water. Reagents/catalysts: N12NCCC=C2CCC1 (diazabicyclo[4.3.0]non-5-ene). Solvent: C(C)(=O)O (acetic acid), O1CCCC1 (tetrahydrofuran). Run at temperature 40 celsius, time 2 hour. Yields the product C(C)(=O)OCCC1(C(C2=C(C(=C(C=C2C1)OCC#N)Cl)Cl)=O)CCC(C)=O ({[2-(2-Acetoxyethyl)-6,7-dichloro-2,3-dihydro-1-oxo-2-(3-oxobutyl)-1H-inden-5-yl]oxy}acetonitrile). RXN SMILES: [C:1]([O:4][CH2:5][CH2:6][CH:7]1[CH2:15][C:14]2[C:9](=[C:10]([Cl:21])[C:11]([Cl:20])=[C:12]([O:16][CH2:17][C:18]#[N:19])[CH:13]=2)[C:8]1=[O:22])(=[O:3])[CH3:2].N12CCCC1=CCCN2.[CH:32]([C:34]([CH3:36])=[O:35])=[CH2:33].C(OCC)(=O)C>O1CCCC1.N12CCCC1=CCCN2.C(O)(=O)C>[C:1]([O:4][CH2:5][CH2:6][C:7]1([CH2:33][CH2:32][C:34](=[O:35])[CH3:36])[CH2:15][C:14]2[C:9](=[C:10]([Cl:21])[C:11]([Cl:20])=[C:12]([O:16][CH2:17][C:18]#[N:19])[CH:13]=2)[C:8]1=[O:22])(=[O:3])[CH3:2]. Procedure: {[2-(2-Acetoxyethyl)-6,7-dichloro-2,3-dihydro-1-oxo-1H-inden-5-yl]oxy}acetonitrile (3.42 g, 10 mMole) is dissolved in tetrahydrofuran (30 ml), warmed to 40° C. and diazabicyclo[4.3.0]non-5-ene (50 microliters) added. Then methyl vinyl ketone (1.2 g, 17 mMole) is added and the mixture stirred at 50°-52° C. for two hours. More methyl vinyl ketone (600 mg) and diazabicyclo[4.3.0]non-5-ene (2 drops) are added and stirring and heating continued for another 2 hours. The solution is cooled, treated wit... Starting materials: Cl.N[C@@H]1CC[C@H](CC1)NC(=O)C1=C(NC2=C1N=CN=C2C2=C(C=C(C(=C2)OC)F)OCC2CC2)C (N-(trans-4-aminocyclohexyl)-4-[2-(cyclopropylmethoxy)-4-fluoro-5-methoxyphenyl]-6-methyl-5H-pyrrolo[3,2-d]pyrimidine-7-carboxamide hydrochloride), C(C)(=O)O[C@H](C(=O)Cl)C ((2S)-1-chloro-1-oxopropan-2-yl acetate). Product: C1(CC1)COC1=C(C=C(C(=C1)F)OC)C=1C2=C(N=CN1)C(=C(N2)C)C(=O)N[C@@H]2CC[C@H](CC2)NC([C@H](C)O)=O (4-[2-(Cyclopropylmethoxy)-4-fluoro-5-methoxyphenyl]-N-(trans-4-{[(2S)-2-hydroxypropanoyl]amino}cyclohexyl)-6-methyl-5H-pyrrolo[3,2-d]pyrimidine-7-carboxamide). RXN SMILES: Cl.[NH2:2][C@H:3]1[CH2:8][CH2:7][C@H:6]([NH:9][C:10]([C:12]2[C:16]3[N:17]=[CH:18][N:19]=[C:20]([C:21]4[CH:26]=[C:25]([O:27][CH3:28])[C:24]([F:29])=[CH:23][C:22]=4[O:30][CH2:31][CH:32]4[CH2:34][CH2:33]4)[C:15]=3[NH:14][C:13]=2[CH3:35])=[O:11])[CH2:5][CH2:4]1.C([O:39][C@@H:40]([CH3:44])[C:41](Cl)=[O:42])(=O)C>>[CH:32]1([CH2:31][O:30][C:22]2[CH:23]=[C:24]([F:29])[C:25]([O:27][CH3:28])=[CH:26][C:21]=2[C:20]2[C:15]3[NH:14][C:13]([CH3:35])=[C:12]([C:10]([NH:9][C@H:6]4[CH2:7][CH2:8][C@H:3]([NH:2][C:41](=[O:42])[C@@H:40]([OH:39])[CH3:44])[CH2:4][CH2:5]4)=[O:11])[C:16]=3[N:17]=[CH:18][N:19]=2)[CH2:34][CH2:33]1 |f:0.1|. Procedure details: Starting from N-(trans-4-aminocyclohexyl)-4-[2-(cyclopropylmethoxy)-4-fluoro-5-methoxyphenyl]-6-methyl-5H-pyrrolo[3,2-d]pyrimidine-7-carboxamide hydrochloride (example D.f36) and commercially available (2S)-1-chloro-1-oxopropan-2-yl acetate the title compound is obtained as colorless solid.